Dataset: the Open Reaction Database (ORD), a public repository of structured organic reaction records. Task: describe an organic reaction: reactants, conditions, products, and yield The reactants are [H-].[Na+] (Sodium hydride), FC1=CC2=C(C(=NO2)CC(=O)OC)C=C1 (methyl 6-fluoro-1,2-benzisoxazole-3-acetate), CI (methyl iodide). Solvent: O1CCCC1 (tetrahydrofuran). Run at temperature 2 celsius, time 30 minute. The product is FC1=CC2=C(C(=NO2)C(C(=O)OC)C)C=C1 (Methyl 6-fluoro-α-methyl-1,2-benzisoxazole-3-acetate). RXN SMILES: [H-].[Na+].[F:3][C:4]1[CH:17]=[CH:16][C:7]2[C:8]([CH2:11][C:12]([O:14][CH3:15])=[O:13])=[N:9][O:10][C:6]=2[CH:5]=1.[CH3:18]I>O1CCCC1>[F:3][C:4]1[CH:17]=[CH:16][C:7]2[C:8]([CH:11]([CH3:18])[C:12]([O:14][CH3:15])=[O:13])=[N:9][O:10][C:6]=2[CH:5]=1 |f:0.1|. Procedure: Sodium hydride (2.32 g, 57.9 mmol, 60% in oil) is added portionwise to a solution of methyl 6-fluoro-1,2-benzisoxazole-3-acetate (12.07 g, 57.7 mmol) in tetrahydrofuran at -2° C. The mixture is stirred for 30 minutes at 2° C., treated with methyl iodide (10.65 g, 75.0 mmol), stirred at 5° C. for 50 minutes and poured onto ice. The aqueous mixture is extracted with methylene chloride. The organic extracts are combined, dried over anhydrous sodium sulfate and concentrated in vacuo to give the titl... The reactants are CCN(CC)S(F)(F)F, COCOC1CN(c2cccc(Cc3ccccc3)n2)CC1O, ClCCl, O. Product: COCOC1CN(c2cccc(Cc3ccccc3)n2)CC1F. Reaction SMILES: [CH2:27]([N:28]([S:29]([F:30])([F:31])[F:33])[CH2:32][CH3:34])[CH3:35].[CH2:4]([c:5]1[cH:6][cH:7][cH:8][cH:9][cH:10]1)[c:11]1[n:12][c:13]([N:17]2[CH2:18][CH:19]([O:23][CH2:24][O:25][CH3:26])[CH:20]([OH:22])[CH2:21]2)[cH:14][cH:15][cH:16]1.[Cl:1][CH2:2][Cl:3].[OH2:36]>>[CH2:4]([c:5]1[cH:6][cH:7][cH:8][cH:9][cH:10]1)[c:11]1[n:12][c:13]([N:17]2[CH2:18][CH:19]([O:23][CH2:24][O:25][CH3:26])[CH:20]([F:33])[CH2:21]2)[cH:14][cH:15][cH:16]1. Reactants: S(O)(O)(=O)=O (sulphuric acid), C(C)OCOC=1C=C(C=C(C1)OCOCC)C=CC=1C=C(C=CC1)CCCCCC(C(C)C)O (8-{3-[2-(3,5-bis-ethoxymethoxyphenyl)vinyl]phenyl}-2-methyloctan-3-ol). Solvent: CO (methanol), C1CCOC1 (THF), CO (methanol). The product is OC(CCCCCC=1C=C(C=CC1)C=CC=1C=C(C=C(C1)O)O)C(C)C (5-{2-[3-(6-Hydroxy-7-methyloctyl)phenyl]vinyl}benzene-1,3-diol). RXN SMILES: S(=O)(=O)(O)O.C(OC[O:10][C:11]1[CH:12]=[C:13]([CH:22]=[CH:23][C:24]2[CH:25]=[C:26]([CH2:30][CH2:31][CH2:32][CH2:33][CH2:34][CH:35]([OH:39])[CH:36]([CH3:38])[CH3:37])[CH:27]=[CH:28][CH:29]=2)[CH:14]=[C:15]([O:17]COCC)[CH:16]=1)C>CO.C1COCC1>[OH:39][CH:35]([CH:36]([CH3:38])[CH3:37])[CH2:34][CH2:33][CH2:32][CH2:31][CH2:30][C:26]1[CH:25]=[C:24]([CH:23]=[CH:22][C:13]2[CH:12]=[C:11]([OH:10])[CH:16]=[C:15]([OH:17])[CH:14]=2)[CH:29]=[CH:28][CH:27]=1. Reported procedure: In a manner similar to Example 1(j), by reacting 0.2 ml of concentrated sulphuric acid in 1 ml of methanol with 130 mg (0.27 mmol) of 8-{3-[2-(3,5-bis-ethoxymethoxyphenyl)vinyl]phenyl}-2-methyloctan-3-ol in 1 ml of methanol and 1 ml of THF, after purification on a silica column (ethyl acetate 40-heptane 60), a yellowish oil (m=12 mg; Y=13%) is obtained.